Dataset: the Open Reaction Database (ORD), a public repository of structured organic reaction records. Task: describe an organic reaction: reactants, conditions, products, and yield The reactants are CCN, CS(C)=O, CCN(C(C)C)C(C)C, Nc1nc(Cl)ccc1C(=O)NCc1ccc(Oc2ccccc2)s1. The product is CCNc1ccc(C(=O)NCc2ccc(Oc3ccccc3)s2)c(N)n1. RXN SMILES: [CH3:25][CH2:26][NH2:27].[CH3:28][S:29]([CH3:30])=[O:31].[CH:32]([N:33]([CH2:34][CH3:35])[CH:36]([CH3:37])[CH3:38])([CH3:39])[CH3:40].[NH2:1][c:2]1[c:3]([C:4](=[O:5])[NH:6][CH2:7][c:8]2[s:9][c:10]([O:13][c:14]3[cH:15][cH:16][cH:17][cH:18][cH:19]3)[cH:11][cH:12]2)[cH:20][cH:21][c:22]([Cl:24])[n:23]1>>[NH2:1][c:2]1[c:3]([C:4](=[O:5])[NH:6][CH2:7][c:8]2[s:9][c:10]([O:13][c:14]3[cH:15][cH:16][cH:17][cH:18][cH:19]3)[cH:11][cH:12]2)[cH:20][cH:21][c:22]([NH:27][CH2:26][CH3:25])[n:23]1.